This data is from the Open Reaction Database (ORD), a public repository of structured organic reaction records. The task is: describe an organic reaction: reactants, conditions, products, and yield Starting materials: COC1=CC2=C(CCCCN2)C=C1 (8-methoxy-2,3,4,5-tetrahydro-1H-1-benzazepine), FC(C(CC(=O)OCC)=O)(F)F (ethyl 4,4,4-trifluoroacetoacetate). Reagents/catalysts: [Cl-].[Zn+2].[Cl-] (zinc chloride). The solvent is CCO (EtOH). Conditions: temperature 100 celsius, time 8 hour. Product: FC(C1=CC(OC2=CC=3NCCCCC3C=C12)=O)(F)F (4-(Trifluoromethyl)-7,8,9,10-tetrahydrochromeno[7,6-b]azepin-2(6H)-one). As a reaction SMILES: COC1[CH:13]=[CH:12][C:6]2[CH2:7][CH2:8][CH2:9][CH2:10][NH:11][C:5]=2C=1.[F:14][C:15]([F:25])([F:24])[C:16](=O)[CH2:17][C:18]([O:20][CH2:21][CH3:22])=[O:19]>[Cl-].[Zn+2].[Cl-].CCO>[F:14][C:15]([F:25])([F:24])[C:16]1[C:13]2[C:21](=[CH:22][C:5]3[NH:11][CH2:10][CH2:9][CH2:8][CH2:7][C:6]=3[CH:12]=2)[O:20][C:18](=[O:19])[CH:17]=1 |f:2.3.4|. Reported procedure: Equimolar amounts of 8-methoxy-2,3,4,5-tetrahydro-1H-1-benzazepine 1-4 (0.18 g, 1.12 mmol), ethyl 4,4,4-trifluoroacetoacetate (0.205 g, 1.12 mmol), and zinc chloride (1.12 mL, 1M solution in Et2O) were combined in a pressure bottle with 10 mL absolute EtOH. The bottle was sealed and allowed to stir at 100° C. for overnight. The reaction darkened from a clear and colorless solution to a dark green solution. After cooling to rt, the reaction solution was absorbed onto silica gel and purified on an... Starting materials: N(C1=CC=CC=C1)C1=NC=CC(=N1)CN1C(CCCC1=O)=O (2-anilino-4-(2,6-dioxopiperidin-1-ylmethyl)pyrimidine), C[Mg]I (methyl magnesium iodide). The product is N(C1=CC=CC=C1)C1=NC=CC(=N1)CN1C(CCCC1C)=O (2-Anilino-4-(6-methylpiperidin-2-on-1-ylmethl)pyrimidine). RXN SMILES: [NH:1]([C:8]1[N:13]=[C:12]([CH2:14][N:15]2[C:20](=[O:21])[CH2:19][CH2:18][CH2:17][C:16]2=O)[CH:11]=[CH:10][N:9]=1)[C:2]1[CH:7]=[CH:6][CH:5]=[CH:4][CH:3]=1.[CH3:23][Mg]I>>[NH:1]([C:8]1[N:13]=[C:12]([CH2:14][N:15]2[CH:16]([CH3:23])[CH2:17][CH2:18][CH2:19][C:20]2=[O:21])[CH:11]=[CH:10][N:9]=1)[C:2]1[CH:3]=[CH:4][CH:5]=[CH:6][CH:7]=1. Procedure details: By an analogous process to Method 17, 2-anilino-4-(2,6-dioxopiperidin-1-ylmethyl)pyrimidine (Method 16; 2.21 g, 7.47 mmol) was treated with methyl magnesium iodide to prepare the intermediate animal which was taken on without chromatographic purification to give the final product which was purified, after aqueous work-up, by chromatography eluting with DCM/MeOH (98:2) to give the title compound (375 mg, 17%) as a glassy solid. NMR: 1.2 (d, 3H), 1.65 (m, 2H), 1.93 (m, 2H), 2.33 (t, 2H), 3.6 (q, 1... RXN SMILES: [CH:1]1[C:10]2[C:5](=[C:6]([S:11][C:12]3[C:21]([N+:22]([O-:24])=[O:23])=[CH:20][C:15]4[NH:16][C:17](=[O:19])[O:18][C:14]=4[CH:13]=3)[CH:7]=[CH:8][CH:9]=2)[CH:4]=[CH:3][N:2]=1.[OH-:25].[Na+].S(=O)(=O)(O)[OH:28]>>[CH:1]1[C:10]2[C:5](=[C:6]([S:11]([C:12]3[C:21]([N+:22]([O-:24])=[O:23])=[CH:20][C:15]4[NH:16][C:17](=[O:19])[O:18][C:14]=4[CH:13]=3)(=[O:28])=[O:25])[CH:7]=[CH:8][CH:9]=2)[CH:4]=[CH:3][N:2]=1 |f:1.2|. The reactants are reagent, C1=NC=CC2=C(C=CC=C12)SC1=CC2=C(NC(O2)=O)C=C1[N+](=O)[O-] (6-(5-Isoquinolylsulfanyl)-5-nitro-2,3-dihydro-benzo[d][1,3]oxazole-2-one), S(O)(O)(=O)=O (sulfuric acid), [OH-].[Na+] (sodium hydroxide). Product: C1=NC=CC2=C(C=CC=C12)S(=O)(=O)C1=CC2=C(NC(O2)=O)C=C1[N+](=O)[O-] (6-(5-isoquinolylsulfonyl)-5-nitro-2,3-dihydro-benzo[d][1,3]oxazol-2-one). Procedure details: 6-(5-Isoquinolylsulfanyl)-5-nitro-2,3-dihydro-benzo[d][1,3]oxazole-2-one 250 mg (0.7 mmol) was dissolved in concentrated sulfuric acid 2.5 ml, Beckmann's reagent 5.0 ml (K2Cr2O7 1 g, H2SO4 1 ml, H2O 9 ml) was added dropwise, and the mixture was stirred for 6 hours at room temperature. The reaction solution was neutralized with 4N sodium hydroxide, and the resulting precipitates were collected and washed with water, and 6-(5-isoquinolylsulfonyl)-5-nitro-2,3-dihydro-benzo[d][1,3]oxazol-2-one 110 m... Run at time 6 hour. Yield: 39.1%. Starting materials: N1=C(C=NC2=CC=CC=C12)O (2-quinoxalinol), [N+](#[C-])CC(=O)OCC (ethyl isocyanoacetate), Compound 2. Product: C1=NC(=C2N1C1=CC=CC=C1N=C2)C(=O)OCC (Ethyl imidazo[1,5-a]quinoxaline-3-carboxylate). As a reaction SMILES: [N:1]1[C:10]2[C:5](=[CH:6][CH:7]=[CH:8][CH:9]=2)[N:4]=[CH:3][C:2]=1O.[N+:12]([CH2:14][C:15]([O:17][CH2:18][CH3:19])=[O:16])#[C-:13]>>[CH:13]1[N:1]2[C:10]3[C:5]([N:4]=[CH:3][C:2]2=[C:14]([C:15]([O:17][CH2:18][CH3:19])=[O:16])[N:12]=1)=[CH:6][CH:7]=[CH:8][CH:9]=3. Procedure: M.p. 195°-196° C., from 2-quinoxalinol and ethyl isocyanoacetate. (Compound 2) Starting materials: COC(CC1(SCCC2=C1NC1=CC=CC=C21)C)=O (1-methyl-1,3,4,9-tetrahydrothiopyrano[3,4-b]indole-1-acetic acid methyl ester), [OH-].[K+] (KOH), esters. Yields the product CC1(SCCC2=C1NC1=CC=CC=C21)CC(=O)O (1-METHYL-1,3,4,9-TETRAHYDROTHIOPYRANO[3,4-b]INDOLE-1-ACETIC ACID). Reaction SMILES: C[O:2][C:3](=[O:19])[CH2:4][C:5]1([CH3:18])[C:10]2[NH:11][C:12]3[C:17]([C:9]=2[CH2:8][CH2:7][S:6]1)=[CH:16][CH:15]=[CH:14][CH:13]=3.[OH-].[K+]>>[CH3:18][C:5]1([CH2:4][C:3]([OH:19])=[O:2])[C:10]2[NH:11][C:12]3[C:17]([C:9]=2[CH2:8][CH2:7][S:6]1)=[CH:16][CH:15]=[CH:14][CH:13]=3 |f:1.2|. Reported procedure: This ester is then treated with aqueous alcoholic KOH in the manner described for the esters in Examples 1 and 2 to afford the title compound, m.p. 3/4° - 149° C., nmr (CDCl3) δ1.86 (S, 3H), 3.06, 8.12 (6H), 7.35 (multiplet, 4H), 8.71 (1H), 10.31 (1H), after recrystallization from benzene-hexane. The reactants are FC=1C=C2N=C(C(=NC2=CC1)NC(OCC)=O)OC (Ethyl N-(6-fluoro-3-methoxyquinoxalin-2-yl)carbamate), [N+](=O)([O-])C1=CC=C(C=C1)N1CCNCC1 (1-(4-nitrophenyl)piperazine). Product: FC=1C=C2N=C(C(=NC2=CC1)NC(=O)N1CCN(CC1)C1=CC=C(C=C1)[N+](=O)[O-])OC (1-[(6-Fluoro-3-methoxyquinoxalin-2-yl)aminocarbonyl]-4-(4-nitrophenyl)piperazine). The yield is 89.0%. As a reaction SMILES: [F:1][C:2]1[CH:3]=[C:4]2[C:9](=[CH:10][CH:11]=1)[N:8]=[C:7]([NH:12][C:13](=[O:17])OCC)[C:6]([O:18][CH3:19])=[N:5]2.[N+:20]([C:23]1[CH:28]=[CH:27][C:26]([N:29]2[CH2:34][CH2:33][NH:32][CH2:31][CH2:30]2)=[CH:25][CH:24]=1)([O-:22])=[O:21]>>[F:1][C:2]1[CH:3]=[C:4]2[C:9](=[CH:10][CH:11]=1)[N:8]=[C:7]([NH:12][C:13]([N:32]1[CH2:33][CH2:34][N:29]([C:26]3[CH:25]=[CH:24][C:23]([N+:20]([O-:22])=[O:21])=[CH:28][CH:27]=3)[CH2:30][CH2:31]1)=[O:17])[C:6]([O:18][CH3:19])=[N:5]2. Procedure details: Ethyl N-(6-fluoro-3-methoxyquinoxalin-2-yl)carbamate and 1-(4-nitrophenyl)piperazine were reacted by the same way with the example 85 to obtain the titled compound (yield, 89%). 1H NMR (200 MHz, DMSO-d6): δ 3.57-3.59 (m, 4H), 3.64-3.66 (m, 4H), 4.04 (s, 3H), 7.05 (d, J=9.5 Hz, 2H), 7.44 (dt, J=8.9 and 2.9 Hz, 1H), 7.54 (dd, J=9.8 and 2.8 Hz, 1H), 7.81 (dd, J=9.1 and 5.9 Hz, 1H), 8.08 (d, J=9.4 Hz, 2H), 9.35 (s, 1H). Starting materials: ClCCl, O=[Cr](=O)([O-])Cl, COC(=O)c1ccc(CCC(CO)CCc2ccc(C(=O)OC)cc2)cc1, c1cc[nH+]cc1. The product is COC(=O)c1ccc(CCC(C=O)CCc2ccc(C(=O)OC)cc2)cc1. As a reaction SMILES: [Cl:39][CH2:40][Cl:41].[O:1]=[Cr:2]([Cl:3])([O-:4])=[O:5].[OH:12][CH2:13][CH:14]([CH2:15][CH2:16][c:17]1[cH:18][cH:19][c:20]([C:21](=[O:22])[O:23][CH3:24])[cH:25][cH:26]1)[CH2:27][CH2:28][c:29]1[cH:30][cH:31][c:32]([C:33](=[O:34])[O:35][CH3:36])[cH:37][cH:38]1.[nH+:6]1[cH:7][cH:8][cH:9][cH:10][cH:11]1>>[O:12]=[CH:13][CH:14]([CH2:15][CH2:16][c:17]1[cH:18][cH:19][c:20]([C:21](=[O:22])[O:23][CH3:24])[cH:25][cH:26]1)[CH2:27][CH2:28][c:29]1[cH:30][cH:31][c:32]([C:33](=[O:34])[O:35][CH3:36])[cH:37][cH:38]1. Starting materials: C1CCOC1, COC1=NCCCC1, COC(=O)CC#N. Yields the product COC(=O)C(C#N)=C1CCCCN1. Reaction SMILES: [CH2:16]1[O:17][CH2:18][CH2:19][CH2:20]1.[CH3:1][O:2][C:3]1=[N:8][CH2:7][CH2:6][CH2:5][CH2:4]1.[CH3:9][O:10][C:11]([CH2:12][C:13]#[N:14])=[O:15]>>[C:3]1(=[C:12]([C:11]([O:10][CH3:9])=[O:15])[C:13]#[N:14])[CH2:4][CH2:5][CH2:6][CH2:7][NH:8]1.